This data is from the Open Reaction Database (ORD), a public repository of structured organic reaction records. The task is: describe an organic reaction: reactants, conditions, products, and yield Starting materials: CC(=O)Oc2ccc1cc(OC)ccc1c2 (substrate), c4ccc(B3OB(c1ccccc1)OB(c2ccccc2)O3)cc4 (effective_coupling_partner). Reagents/catalysts: PCy3. Run at temperature 110 celsius, time 12 hour. Product: COc3ccc2cc(c1ccccc1)ccc2c3. Starting materials: C1CCOC1, Brc1ccccc1OCc1ccccc1, CCOC(C)=O, C1CCC2OC2C1, Cl[Cu], [Mg]. The product is OC1CCCCC1c1ccccc1OCc1ccccc1. Reaction SMILES: [CH2:24]1[O:25][CH2:26][CH2:27][CH2:28]1.[CH2:2]([c:3]1[cH:4][cH:5][cH:6][cH:7][cH:8]1)[O:9][c:10]1[c:11]([Br:16])[cH:12][cH:13][cH:14][cH:15]1.[CH3:29][CH2:30][O:31][C:32](=[O:33])[CH3:34].[CH:17]12[CH:18]([CH2:19][CH2:20][CH2:21][CH2:22]1)[O:23]2.[Cl:35][Cu:36].[Mg:1]>>[CH2:2]([c:3]1[cH:4][cH:5][cH:6][cH:7][cH:8]1)[O:9][c:10]1[c:11]([CH:17]2[CH:18]([OH:23])[CH2:19][CH2:20][CH2:21][CH2:22]2)[cH:12][cH:13][cH:14][cH:15]1. The reactants are CO, [Li+], COC(=O)c1ccc(C(C(=O)Nc2ccccc2)C(=O)Nc2ccccc2)nc1, [OH-], O. Yields the product O=C(O)c1ccc(C(C(=O)Nc2ccccc2)C(=O)Nc2ccccc2)nc1. Reaction SMILES: [CH3:32][OH:33].[Li+:31].[NH:1]([c:2]1[cH:3][cH:4][cH:5][cH:6][cH:7]1)[C:8]([CH:9]([C:10](=[O:11])[NH:12][c:13]1[cH:14][cH:15][cH:16][cH:17][cH:18]1)[c:19]1[n:20][cH:21][c:22]([C:23](=[O:24])[O:25][CH3:26])[cH:27][cH:28]1)=[O:29].[OH-:30].[OH2:34]>>[NH:1]([c:2]1[cH:3][cH:4][cH:5][cH:6][cH:7]1)[C:8]([CH:9]([C:10](=[O:11])[NH:12][c:13]1[cH:14][cH:15][cH:16][cH:17][cH:18]1)[c:19]1[n:20][cH:21][c:22]([C:23](=[O:24])[OH:25])[cH:27][cH:28]1)=[O:29]. Reaction conditions: time 1 hour. The product is BrC1=C(C=C(C=C1)S(=O)(=O)C)F (1-Bromo-2-fluoro-4-(methylsulfonyl)benzene). Procedure details: A solution of 4-bromo-3-fluorobenzene sulphonyl chloride (10 g, 36.56 mmol) in THF (100 mL) was cooled to 0° C. and hydrazine monohydrate (6.2 mL, 127.96 mmol) was added dropwise. After the addition, the reaction was left to stir at room temperature for 1 hour before adding heptane (500 mL). The precipitate formed was filtered off and re-dissolved in industrial methylated spirit (200 mL). Sodium acetate (18 g, 219.36 mmol) was added followed by iodomethane (11.38 mL, 182.8 mmol). The reaction mi... Starting materials: O.NN (hydrazine monohydrate), IC (iodomethane), BrC1=C(C=C(C=C1)S(=O)(=O)Cl)F (4-bromo-3-fluorobenzene sulphonyl chloride), C(C)(=O)[O-].[Na+] (Sodium acetate). Run in C1CCOC1 (THF), CCCCCCC (heptane). The yield is 48.0%. RXN SMILES: [Br:1][C:2]1[CH:7]=[CH:6][C:5]([S:8](Cl)(=[O:10])=[O:9])=[CH:4][C:3]=1[F:12].O.NN.[C:16]([O-])(=O)C.[Na+].IC>C1COCC1.CCCCCCC>[Br:1][C:2]1[CH:7]=[CH:6][C:5]([S:8]([CH3:16])(=[O:10])=[O:9])=[CH:4][C:3]=1[F:12] |f:1.2,3.4|. Starting materials: N1N=CC2=CC=CC=C12 (1H-indazole), C(C1=CC=CC=C1)(=O)Cl (benzoyl chloride). The product is C(C1=CC=CC=C1)(=O)N1N=CC2=CC=CC=C12 (1-benzoyl-1H-indazole). Reaction SMILES: [NH:1]1[C:9]2[C:4](=[CH:5][CH:6]=[CH:7][CH:8]=2)[CH:3]=[N:2]1.[C:10](Cl)(=[O:17])[C:11]1[CH:16]=[CH:15][CH:14]=[CH:13][CH:12]=1>>[C:10]([N:1]1[C:9]2[C:4](=[CH:5][CH:6]=[CH:7][CH:8]=2)[CH:3]=[N:2]1)(=[O:17])[C:11]1[CH:16]=[CH:15][CH:14]=[CH:13][CH:12]=1. Procedure: To prepare 1-substituted 1H-indazoles of formula 1 wherein R1 is formyl, alkanoyl, cycloalkylalkanoyl ##STR44## R2'OCO or R5CO wherein R2', R5, X", p" and q' are as above, a 1-unsubstituted 1H-indazole 8 wherein R is as above, with the proviso that R is not hydrogen, and X, m, n and p are as before, is treated, respectively, with a formyl, alkanoyl or cycloalkylalkanoyl chloride, bromide or iodide, a compound of the formula ##STR45## R2'OCOHal or R5COHal wherein R2', R5, X", p" and q' are as abo...